From a dataset of the Open Reaction Database (ORD), a public repository of structured organic reaction records. describe an organic reaction: reactants, conditions, products, and yield The reactants are C(C(=O)C1=CC=CC=C1)C1C(CCCC1)=O (2-phenacylcyclohexanone), NC1=CC(=C(C(C(=O)O)=C1)O)Cl (5-amino-3-chlorosalicylic acid), crystals. Run in C(C)(=O)O (acetic acid). Product: C(=O)(O)C=1C=C(C=C(C1O)Cl)N1C(=CC=2CCCCC12)C1=CC=CC=C1 (1-(3-Carboxy-5-chloro-4-hydroxyphenyl)-2-phenyl-4,5,6,7-tetrahydroindole). As a reaction SMILES: [CH2:1]([CH:10]1[CH2:15][CH2:14][CH2:13][CH2:12][C:11]1=O)[C:2]([C:4]1[CH:9]=[CH:8][CH:7]=[CH:6][CH:5]=1)=O.[NH2:17][C:18]1[CH:26]=[C:22]([C:23]([OH:25])=[O:24])[C:21]([OH:27])=[C:20]([Cl:28])[CH:19]=1>C(O)(=O)C>[C:23]([C:22]1[CH:26]=[C:18]([N:17]2[C:11]3[CH2:12][CH2:13][CH2:14][CH2:15][C:10]=3[CH:1]=[C:2]2[C:4]2[CH:5]=[CH:6][CH:7]=[CH:8][CH:9]=2)[CH:19]=[C:20]([Cl:28])[C:21]=1[OH:27])([OH:25])=[O:24]. Reported procedure: a mixture of 10.3 g. (0.047 mole) of 2-phenacylcyclohexanone, 8.8 g. (0.047 mole) of 5-amino-3-chlorosalicylic acid, and 45 ml. of glacial acetic acid was heated under reflux for 1 hour, cooled and filtered. The collected solid was recrystallized from acetonitrile to provide 13.3 g. (77%) of crystals, m.p. 223°-225°. Starting materials: ClC=1C=C(C=CC1OCC1=NC=CC=C1)NC1=C2C(=NC=N1)NN=C2OCCN2C(C1=CC=CC=C1C2=O)=O (2-{2-[(4-{[3-chloro-4-(pyridin-2-ylmethoxy)phenyl]amino}-1H-pyrazolo[3,4-d]pyrimidin-3-yl)oxy]ethyl}-1H-isoindole-1,3(2H)-dione), O.NN (hydrazine monohydrate). The solvent is C(C)O (ethanol). Product: NCCOC1=NNC2=NC=NC(=C21)NC2=CC(=C(C=C2)OCC2=NC=CC=C2)Cl (3-(2-aminoethoxy)-N-[3-chloro-4-(pyridin-2-ylmethoxy)phenyl]-1H-pyrazolo[3,4-d]pyrimidin-4-amine). Isolated yield 68.7%. Reaction SMILES: [Cl:1][C:2]1[CH:3]=[C:4]([NH:16][C:17]2[N:22]=[CH:21][N:20]=[C:19]3[NH:23][N:24]=[C:25]([O:26][CH2:27][CH2:28][N:29]4C(=O)C5C(=CC=CC=5)C4=O)[C:18]=23)[CH:5]=[CH:6][C:7]=1[O:8][CH2:9][C:10]1[CH:15]=[CH:14][CH:13]=[CH:12][N:11]=1.O.NN>C(O)C>[NH2:29][CH2:28][CH2:27][O:26][C:25]1[C:18]2[C:19](=[N:20][CH:21]=[N:22][C:17]=2[NH:16][C:4]2[CH:5]=[CH:6][C:7]([O:8][CH2:9][C:10]3[CH:15]=[CH:14][CH:13]=[CH:12][N:11]=3)=[C:2]([Cl:1])[CH:3]=2)[NH:23][N:24]=1 |f:1.2|. Reported procedure: A mixture of 2-{2-[(4-{[3-chloro-4-(pyridin-2-ylmethoxy)phenyl]amino}-1H-pyrazolo[3,4-d]pyrimidin-3-yl)oxy]ethyl}-1H-isoindole-1,3(2H)-dione (prepared as described in Example 90/350 mg, 0.65 mmol) and hydrazine monohydrate (63111) in ethanol (2 ml) was refluxed overnight. After evaporation of the solvent, the crude material was purified by preparative HPLC (column beta-basic, Hypercil 5 μm, 21×100 mm) eluting with a mixture of water and acetonitrile containing 2g/l of ammonium carbonate (gradien... The reactants are ClC1=NC=C(C=C1Cl)[N+](=O)[O-] (2,3-dichloro-5-nitropyridine), O (water). Reagents/catalysts: [Fe] (iron). Solvent: C(C)(=O)O (acetic acid). The product is NC=1C=NC(=C(C1)Cl)Cl (3-amino-5,6-dichloropyridine). RXN SMILES: [Cl:1][C:2]1[C:7]([Cl:8])=[CH:6][C:5]([N+:9]([O-])=O)=[CH:4][N:3]=1.O>C(O)(=O)C.[Fe]>[NH2:9][C:5]1[CH:4]=[N:3][C:2]([Cl:1])=[C:7]([Cl:8])[CH:6]=1. Procedure details: 77.2 g (0.4 mol) of 2,3-dichloro-5-nitropyridine were dissolved in 135 ml of glacial acetic acid, and 800 ml of water were added with stirring. 111.7 g (2 mol) of iron powder were introduced in portions into the mixture (temperature≤50° C.). After completion of the reaction, the mixture is filtered under suction and the product extracted using ethyl acetate. The organic phase was washed with water until neutral, dried using MgSO4 and concentrated by evaporation. The product was recrystallized fr... Starting materials: NCC(O)C1=CC=C(C(C(=O)N)=C1)O (5-(2-amino-1-hydroxyethyl)salicylamide), CN(C1=CC=C(C=C1)C)CCC(C)=O (4-(N,4-dimethylanilino)-2-butanone), [BH3-]C#N.[Na+] (NaCNBH3). Solvent: CO (methanol). Reaction conditions: time 20 hour. The product is CC1=CC=C(N(C)CCC(C)NCC(O)C2=CC=C(C(C(=O)N)=C2)O)C=C1 (5-(2-[-4-(4 ,N-Dimethylanilino)-2-Butylamino]-1-Hydroxyethyl)Salicylamide). RXN SMILES: [NH2:1][CH2:2][CH:3]([C:5]1[CH:13]=[C:9]([C:10]([NH2:12])=[O:11])[C:8]([OH:14])=[CH:7][CH:6]=1)[OH:4].[CH3:15][N:16]([CH2:24][CH2:25][C:26](=O)[CH3:27])[C:17]1[CH:22]=[CH:21][C:20]([CH3:23])=[CH:19][CH:18]=1.[BH3-]C#N.[Na+]>CO>[CH3:23][C:20]1[CH:21]=[CH:22][C:17]([N:16]([CH2:24][CH2:25][CH:26]([NH:1][CH2:2][CH:3]([C:5]2[CH:13]=[C:9]([C:10]([NH2:12])=[O:11])[C:8]([OH:14])=[CH:7][CH:6]=2)[OH:4])[CH3:27])[CH3:15])=[CH:18][CH:19]=1 |f:2.3|. Procedure details: To a solution of 20 mmol 5-(2-amino-1-hydroxyethyl)salicylamide and 5.7 g (30 mmol) 4-(N,4-dimethylanilino)-2-butanone [b.p. 93°-6°/0.1 mm, prepared by procedure of Craig, et al, J. Org. Chem., 29, 410 (1964)] in 150 ml methanol, add 1.9 g (30 mmol) NaCNBH3. After 20 hrs., concentrate, and partition between EtOAc and 1.0 N NaHCO3 solution. Dry and concentrate. Warm the foam with EtOAc to give a white solid, m.p. 123°-6°. Reactants: ClC1=NC=CC(=N1)N(C1=CC2=C(N(C(=N2)NC2CCCCC2)C)C=C1)C (N5-(2-Chloro-pyrimidin-4-yl)-N2-cyclohexyl-1,N5-dimethyl-1H-benzoimidazole-2,5-diamine), NC=1C=CC(=C(C1)S(=O)(=O)N)C (5-amino-2-methyl-benzenesulfonamide). Yields the product Cl.C1(CCCCC1)NC1=NC2=C(N1C)C=CC(=C2)N(C2=NC(=NC=C2)NC=2C=CC(=C(C2)S(=O)(=O)N)C)C (5-{4-[(2-Cyclohexylamino-1-methyl-1H-benzoimidazol-5-yl)-methyl-amino]-pyrimidin-2-ylamino}-2-methyl-benzenesulfonamide hydrochloride). As a reaction SMILES: [Cl:1][C:2]1[N:7]=[C:6]([N:8]([CH3:26])[C:9]2[CH:25]=[CH:24][C:12]3[N:13]([CH3:23])[C:14]([NH:16][CH:17]4[CH2:22][CH2:21][CH2:20][CH2:19][CH2:18]4)=[N:15][C:11]=3[CH:10]=2)[CH:5]=[CH:4][N:3]=1.[NH2:27][C:28]1[CH:29]=[CH:30][C:31]([CH3:38])=[C:32]([S:34]([NH2:37])(=[O:36])=[O:35])[CH:33]=1>>[ClH:1].[CH:17]1([NH:16][C:14]2[N:13]([CH3:23])[C:12]3[CH:24]=[CH:25][C:9]([N:8]([CH3:26])[C:6]4[CH:5]=[CH:4][N:3]=[C:2]([NH:27][C:28]5[CH:29]=[CH:30][C:31]([CH3:38])=[C:32]([S:34]([NH2:37])(=[O:35])=[O:36])[CH:33]=5)[N:7]=4)=[CH:10][C:11]=3[N:15]=2)[CH2:22][CH2:21][CH2:20][CH2:19][CH2:18]1 |f:2.3|. Reported procedure: The title compound was prepared following the procedure of example 1 with N5-(2-Chloro-pyrimidin-4-yl)-N2-cyclohexyl-1,N5-dimethyl-1H-benzoimidazole-2,5-diamine (92 mg, 0.25 mmol) and 5-amino-2-methyl-benzenesulfonamide (46 mg, 0.25 mmol) as a white solid (95 mg, 68%). 1H NMR (300 MHz, D6-DMSO) δ 9.51 (s, 1H), 8.56 (s, 1H), 8.18 (br s, 1H), 7.83 (d, J=6.0 Hz, 1H), 7.69 (dd, J=8.4 and 2.1 Hz, 1H), 7.48 (d, J=8.1 Hz, 1H), 7.30 (s, 1H), 7.24 (s, 2H), 7.13-7.18 (M, 2H), 5.69 (d, J=6.0 Hz, 1H), 3.70 ... Starting materials: BrC1=CC=CC(=N1)NCC1CCOCC1 (6-bromo-N-((tetrahydro-2H-pyran-4-yl)methyl)pyridin-2-amine), ClN1C(CCC1=O)=O (1-chloropyrrolidine-2,5-dione). The solvent is [OH-].[Na+] (sodium hydroxide), C(Cl)Cl (DCM), C(Cl)(Cl)Cl (chloroform). Reaction conditions: temperature 33 celsius, time 5 day. Product: BrC1=CC=C(C(=N1)NCC1CCOCC1)Cl (6-bromo-3-chloro-N-((tetrahydro-2H-pyran-4-yl)methyl)pyridin-2-amine), BrC1=C(C=CC(=N1)NCC1CCOCC1)Cl (6-bromo-5-chloro-N-((tetrahydro-2H-pyran-4-yl)methyl)pyridin-2-amine). RXN SMILES: [Br:1][C:2]1[N:7]=[C:6]([NH:8][CH2:9][CH:10]2[CH2:15][CH2:14][O:13][CH2:12][CH2:11]2)[CH:5]=[CH:4][CH:3]=1.[Cl:16]N1C(=O)CCC1=O>C(Cl)(Cl)Cl.[OH-].[Na+].C(Cl)Cl>[Br:1][C:2]1[N:7]=[C:6]([NH:8][CH2:9][CH:10]2[CH2:15][CH2:14][O:13][CH2:12][CH2:11]2)[C:5]([Cl:16])=[CH:4][CH:3]=1.[Br:1][C:2]1[N:7]=[C:6]([NH:8][CH2:9][CH:10]2[CH2:15][CH2:14][O:13][CH2:12][CH2:11]2)[CH:5]=[CH:4][C:3]=1[Cl:16] |f:3.4|. Procedure: A solution of 6-bromo-N-((tetrahydro-2H-pyran-4-yl)methyl)pyridin-2-amine (C, 1000 mg, 3.69 mmol) in chloroform (15 mL) was diluted with 1-chloropyrrolidine-2,5-dione (NCS, 492 mg, 3.69 mmol). The mixture then was heated in a sealed tube at about 33° C. for about 16 hr, followed by heating the reaction mixture for about 24 hr at about 37° C., and then for an additional 5 days at about 43° C. The reaction mixture then was cooled to ambient temperature, diluted with 1N aqueous sodium hydroxide sol...